Dataset: the Open Reaction Database (ORD), a public repository of structured organic reaction records. Task: describe an organic reaction: reactants, conditions, products, and yield Starting materials: CC#N, CCCC=C1CCNCC1, CC(CI)CN1C(=O)COc2ccccc21. Yields the product CCCC=C1CCN(CC(C)CN2C(=O)COc3ccccc32)CC1. Reaction SMILES: [CH3:27][C:28]#[N:29].[CH:17]([CH2:18][CH2:19][CH3:20])=[C:21]1[CH2:22][CH2:23][NH:24][CH2:25][CH2:26]1.[I:1][CH2:2][CH:3]([CH2:4][N:5]1[C:6](=[O:15])[CH2:7][O:8][c:9]2[c:10]1[cH:11][cH:12][cH:13][cH:14]2)[CH3:16]>>[CH2:2]([CH:3]([CH2:4][N:5]1[C:6](=[O:15])[CH2:7][O:8][c:9]2[c:10]1[cH:11][cH:12][cH:13][cH:14]2)[CH3:16])[N:24]1[CH2:23][CH2:22][C:21](=[CH:17][CH2:18][CH2:19][CH3:20])[CH2:26][CH2:25]1. Starting materials: CC(C)(C)c1ccc(C(=O)Cl)cc1, ClCCl, COC(=O)c1sccc1N, c1ccncc1. Yields the product COC(=O)c1sccc1NC(=O)c1ccc(C(C)(C)C)cc1. Reaction SMILES: [C:17]([CH3:18])([CH3:19])([CH3:20])[c:21]1[cH:22][cH:23][c:24]([C:25](=[O:26])[Cl:27])[cH:28][cH:29]1.[CH2:30]([Cl:31])[Cl:32].[NH2:1][c:2]1[c:3]([C:7](=[O:8])[O:9][CH3:10])[s:4][cH:5][cH:6]1.[cH:11]1[cH:12][cH:13][n:14][cH:15][cH:16]1>>[NH:1]([c:2]1[c:3]([C:7](=[O:8])[O:9][CH3:10])[s:4][cH:5][cH:6]1)[C:25]([c:24]1[cH:23][cH:22][c:21]([C:17]([CH3:18])([CH3:19])[CH3:20])[cH:29][cH:28]1)=[O:26]. The reactants are C(C1=CC=CC=C1)N1CC(CC1)(COS(=O)(=O)C)CN(CC1=CC=CC=C1)CC1=CC=CC=C1 (1-benzyl-3-(dibenzylaminomethyl)-3-mesyloxymethylpyrrolidine), [F-].C(CCC)[N+](CCCC)(CCCC)CCCC (tetrabutylammonium fluoride). The solvent is C(C)#N (acetonitrile), O1CCCC1 (tetrahydrofuran). Run at time 16 hour. Product: C(C1=CC=CC=C1)N1CC(CC1)(CF)CN(CC1=CC=CC=C1)CC1=CC=CC=C1 (1-Benzyl-3-(dibenzylaminomethyl)-3-fluoromethylpyrrolidine). Reaction SMILES: [CH2:1]([N:8]1[CH2:12][CH2:11][C:10]([CH2:19][N:20]([CH2:28][C:29]2[CH:34]=[CH:33][CH:32]=[CH:31][CH:30]=2)[CH2:21][C:22]2[CH:27]=[CH:26][CH:25]=[CH:24][CH:23]=2)([CH2:13]OS(C)(=O)=O)[CH2:9]1)[C:2]1[CH:7]=[CH:6][CH:5]=[CH:4][CH:3]=1.[F-:35].C([N+](CCCC)(CCCC)CCCC)CCC>C(#N)C.O1CCCC1>[CH2:1]([N:8]1[CH2:12][CH2:11][C:10]([CH2:19][N:20]([CH2:28][C:29]2[CH:34]=[CH:33][CH:32]=[CH:31][CH:30]=2)[CH2:21][C:22]2[CH:27]=[CH:26][CH:25]=[CH:24][CH:23]=2)([CH2:13][F:35])[CH2:9]1)[C:2]1[CH:7]=[CH:6][CH:5]=[CH:4][CH:3]=1 |f:1.2|. Reported procedure: A solution of 1-benzyl-3-(dibenzylaminomethyl)-3-mesyloxymethylpyrrolidine (6.90 g) in acetonitrile (70 ml) was added to 1N tetrabutylammonium fluoride in tetrahydrofuran (72 ml), and the mixture was starred at 40° C. for 16 hours. After concentration, the concentrate was poured into water (200 ml), and the mixture was made alkaline with aqueous ammonia and extracted with ether. The ether layer was washed with water, dried, concentrated and purified by silica gel column chromatography to give 4.... Reactants: NC1CN(CC1)C1CCCCC1 (3-amino-1-cyclohexylpyrrolidine), C1(=CC=CC2=CC=CC=C12)C(=O)Cl (1-naphthalenecarbonyl chloride). Run in C(Cl)(Cl)Cl (chloroform), C(Cl)(Cl)Cl (chloroform). Product: C1(CCCCC1)N1CC(CC1)NC(=O)C1=CC=CC2=CC=CC=C12 (N-(1-Cyclohexyl-3-pyrrolidinyl)-1-naphthalenecarboxamide). As a reaction SMILES: [NH2:1][CH:2]1[CH2:6][CH2:5][N:4]([CH:7]2[CH2:12][CH2:11][CH2:10][CH2:9][CH2:8]2)[CH2:3]1.[C:13]1([C:23](Cl)=[O:24])[C:22]2[C:17](=[CH:18][CH:19]=[CH:20][CH:21]=2)[CH:16]=[CH:15][CH:14]=1>C(Cl)(Cl)Cl>[CH:7]1([N:4]2[CH2:5][CH2:6][CH:2]([NH:1][C:23]([C:13]3[C:22]4[C:17](=[CH:18][CH:19]=[CH:20][CH:21]=4)[CH:16]=[CH:15][CH:14]=3)=[O:24])[CH2:3]2)[CH2:12][CH2:11][CH2:10][CH2:9][CH2:8]1. Procedure details: To 9.69 gm. (0.06 mole) of 3-amino-1-cyclohexylpyrrolidine in 50 ml. of chloroform was added dropwise a solution of 8.4 gm. (0.046 mole) of 1-naphthalenecarbonyl chloride in 50 ml. of chloroform. The reaction mixture was concentrated under reduced pressure and the residue was partitioned between ethyl acetate containing 10% isopropyl ether and dilute hydrochloric acid. The separated acid layer was made basic with dilute sodium hydroxide solution and extracted with chloroform. The chloroform solu...